This data is from the Open Reaction Database (ORD), a public repository of structured organic reaction records. The task is: describe an organic reaction: reactants, conditions, products, and yield Reactants: [BH4-], [BH4-], CCOCC, Cl, CCOC(=O)C(Cc1cccc(C(C)C)c1)C(=O)c1ccc(F)cc1, [Zn+2]. The product is CCOC(=O)C(Cc1cccc(C(C)C)c1)C(O)c1ccc(F)cc1. Reaction SMILES: [BH4-:32].[BH4-:34].[CH3:27][CH2:28][O:29][CH2:30][CH3:31].[ClH:26].[F:1][c:2]1[cH:3][cH:4][c:5]([C:8]([CH:9]([C:10](=[O:11])[O:12][CH2:13][CH3:14])[CH2:15][c:16]2[cH:17][c:18]([CH:22]([CH3:23])[CH3:24])[cH:19][cH:20][cH:21]2)=[O:25])[cH:6][cH:7]1.[Zn+2:33]>>[F:1][c:2]1[cH:3][cH:4][c:5]([CH:8]([CH:9]([C:10](=[O:11])[O:12][CH2:13][CH3:14])[CH2:15][c:16]2[cH:17][c:18]([CH:22]([CH3:23])[CH3:24])[cH:19][cH:20][cH:21]2)[OH:25])[cH:6][cH:7]1. The reactants are CC=1NC(=C(C(C1C(=O)OCCO)C1=CC(=CC=C1)[N+](=O)[O-])C(=O)OC(C)C)C (2-hydroxyethyl isopropyl 1,4-dihydro-2,6-dimethyl-4-(3-nitrophenyl)pyridine-3,5-dicarboxylate), [N+](=O)(O)[O-] (nitric acid), [OH-].[Na+] (sodium hydroxide). Run in O (water). Reaction conditions: time 1 hour. The product is CC1=NC(=C(C(=C1C(=O)OCCO)C1=CC(=CC=C1)[N+](=O)[O-])C(=O)OC(C)C)C (2-Hydroxyethyl isopropyl 2,6-dimethyl-4-(3-nitrophenyl)pyridine-3,5-dicarboxylate). RXN SMILES: [CH3:1][C:2]1[NH:3][C:4]([CH3:29])=[C:5]([C:23]([O:25][CH:26]([CH3:28])[CH3:27])=[O:24])[CH:6]([C:14]2[CH:19]=[CH:18][CH:17]=[C:16]([N+:20]([O-:22])=[O:21])[CH:15]=2)[C:7]=1[C:8]([O:10][CH2:11][CH2:12][OH:13])=[O:9].[N+]([O-])(O)=O.[OH-].[Na+]>O>[CH3:1][C:2]1[C:7]([C:8]([O:10][CH2:11][CH2:12][OH:13])=[O:9])=[C:6]([C:14]2[CH:19]=[CH:18][CH:17]=[C:16]([N+:20]([O-:22])=[O:21])[CH:15]=2)[C:5]([C:23]([O:25][CH:26]([CH3:27])[CH3:28])=[O:24])=[C:4]([CH3:29])[N:3]=1 |f:2.3|. Procedure details: 20 g (49.5 mmol) of 2-hydroxyethyl isopropyl 1,4-dihydro-2,6-dimethyl-4-(3-nitrophenyl)pyridine-3,5-dicarboxylate were introduced into a mixture of 83 ml of 96% strength nitric acid in 660 ml of water and heated to boiling for 1 hour. The mixture was then cooled down to 5° to 10° C. and made weakly alkaline with dilute sodium hydroxide solution. The oil which had separated out was extracted with methylene chloride, the extracts were dried over sodium sulphate and evaporated in vacuo. The oily re... Starting materials: CN(C)C=O, CC(C)OC(=O)CCl, [Na], CN1C(C(=O)Nc2ccccn2)=C(O)c2ccccc2S1(=O)=O, O=C1NS(=O)(=O)c2ccccc21. The product is CC(C)OC(=O)CN1C(=O)c2ccccc2S1(=O)=O. Reaction SMILES: [CH3:45][N:46]([CH3:47])[CH:48]=[O:49].[Cl:37][CH2:38][C:39](=[O:40])[O:41][CH:42]([CH3:43])[CH3:44].[Na:24].[OH:1][C:2]1=[C:14]([C:15]([NH:16][c:17]2[cH:18][cH:19][cH:20][cH:21][n:22]2)=[O:23])[N:12]([CH3:13])[S:9](=[O:10])(=[O:11])[c:8]2[c:3]1[cH:4][cH:5][cH:6][cH:7]2.[S:25]1(=[O:26])(=[O:27])[NH:28][C:29](=[O:30])[c:31]2[cH:32][cH:33][cH:34][cH:35][c:36]21>>[S:25]1(=[O:26])(=[O:27])[N:28]([CH2:38][C:39](=[O:40])[O:41][CH:42]([CH3:43])[CH3:44])[C:29](=[O:30])[c:31]2[cH:32][cH:33][cH:34][cH:35][c:36]21.